Dataset: the Open Reaction Database (ORD), a public repository of structured organic reaction records. Task: describe an organic reaction: reactants, conditions, products, and yield The reactants are C(C)(C)(C)OC(=O)NC(CO)(CO)C (2-(tert-butoxycarbonylamino)-2-methyl-1,3-propanediol), N1=CC=CC=C1 (pyridine), S(=O)(=O)(Cl)Cl (sulfuryl chloride). The solvent is C(Cl)Cl (CH2Cl2), C(Cl)Cl (CH2Cl2), C(C)OCC (diethyl ether). The product is CC1(NC(OC1)=O)CCl (4-Methyl-4-chloromethyloxazolidin-2-one). Yield: 28.3%. Reaction SMILES: C([O:5][C:6]([NH:8][C:9]([CH3:14])([CH2:12][OH:13])[CH2:10]O)=O)(C)(C)C.N1C=CC=CC=1.S(Cl)([Cl:24])(=O)=O>C(Cl)Cl.C(OCC)C>[CH3:14][C:9]1([CH2:10][Cl:24])[CH2:12][O:13][C:6](=[O:5])[NH:8]1. Procedure details: A solution of 2-(tert-butoxycarbonylamino)-2-methyl-1,3-propanediol (2.28 g, 11.1 mmol) in CH2Cl2 (100 ml) and pyridine (2.0 ml, 25 mmol) was cooled to 0° C. and sulfuryl chloride (1.0 ml, 12 mmol) in CH2Cl2 (20 ml) was added dropwise over 15 min. The solution was warmed to RT over 4 h, diluted with diethyl ether (300 ml), washed with 3× 100 ml 5% NaHSO4, 3× 100 ml sat. NaHCO3, 1× 100 ml sat. NaCl, dried on MgSO4, and evaporated. The crude material was purified by flash chromatography (30-100% E... The reactants are COC(C1=CC(=C(C=C1)NC)N)=O (3-amino-4-methylamino-benzoic acid methyl ester), ClC1=C(C(=CC=C1)Cl)N=C=S (1,3-dichloro-2-isothiocyanato-benzene), C1CCC(CC1)N=C=NC2CCCCC2 (DCC), [OH-].[Na+] (NaOH). Run in CN(C)C=O (DMF). Product: ClC1=C(C(=CC=C1)Cl)NC1=NC2=C(N1)C=CC(=C2)C(=O)O (2-(2,6-Dichloro-phenylamino)-1H-benzimidazole-5-carboxylic acid). Reaction SMILES: C[O:2][C:3](=[O:13])[C:4]1[CH:9]=[CH:8][C:7]([NH:10][CH3:11])=[C:6]([NH2:12])[CH:5]=1.[Cl:14][C:15]1[CH:20]=[CH:19][CH:18]=[C:17]([Cl:21])[C:16]=1[N:22]=C=S.C1CCC(N=C=NC2CCCCC2)CC1.[OH-].[Na+]>CN(C=O)C>[Cl:14][C:15]1[CH:20]=[CH:19][CH:18]=[C:17]([Cl:21])[C:16]=1[NH:22][C:11]1[NH:10][C:7]2[CH:8]=[CH:9][C:4]([C:3]([OH:2])=[O:13])=[CH:5][C:6]=2[N:12]=1 |f:3.4|. Reported procedure: Prepared analogously to example 113a from 3-amino-4-methylamino-benzoic acid methyl ester, 1,3-dichloro-2-isothiocyanato-benzene with DCC and NaOH in DMF. Reactants: CC(C)=C (isobutylene), C1(=CC=CC=C1)C(C)C1=CC=C(C=C1)O (1-phenyl-1-(4-hydroxy-phenyl)-ethane), acid. Conditions: time 5 hour. The product is CC1(CC(C2=CC(=CC=C12)O)(C)C)C1=CC=CC=C1 (1,3,3-trimethyl-1-phenyl-5-hydroxy-indane). The yield is 13.5%. As a reaction SMILES: [CH3:1][C:2](=[CH2:4])[CH3:3].[C:5]1([CH:11]([C:13]2[CH:18]=[CH:17][C:16]([OH:19])=[CH:15][CH:14]=2)[CH3:12])[CH:10]=[CH:9][CH:8]=[CH:7][CH:6]=1>>[CH3:12][C:11]1([C:5]2[CH:6]=[CH:7][CH:8]=[CH:9][CH:10]=2)[C:13]2[C:18](=[CH:17][C:16]([OH:19])=[CH:15][CH:14]=2)[C:2]([CH3:4])([CH3:3])[CH2:1]1. Reported procedure: 112 g of isobutylene were introduced with stirring into 198 g of 1-phenyl-1-(4-hydroxy-phenyl)-ethane and 30 g of an acid activated Fuller's earth at 150°C and the reaction mixture was then stirred at this temperature for 5 hours. 34 g of 1,3,3-trimethyl-1-phenyl-5-hydroxy-indane could be obtained by distillation followed by recrystallisation. The reactants are FC(C=1N=C(NC1)C=1NC=CN1)(F)F (4-(trifluoromethyl)-2,2'-bi-1H-imidazole), [H-].[Na+] (NaH), C[Si](C)(C)CCOCCl (SEM-Cl). Run in CCCCCC (hexane). Conditions: time 2 hour. Product: FC(C=1N=C(N(C1)COCC[Si](C)(C)C)C=1N(C=CN1)COCC[Si](C)(C)C)(F)F (4-(Trifluoromethyl)-1,1'-bis[[2-(trimethylsilyl)ethoxy]-methyl]-2,2'bi-1H-imidazole). Yield: 27.8%. RXN SMILES: [H-].[Na+].[F:3][C:4]([F:16])([F:15])[C:5]1[N:6]=[C:7]([C:10]2[NH:11][CH:12]=[CH:13][N:14]=2)[NH:8][CH:9]=1.[CH3:17][Si:18]([CH2:21][CH2:22][O:23][CH2:24]Cl)([CH3:20])[CH3:19]>CCCCCC>[F:16][C:4]([F:3])([F:15])[C:5]1[N:6]=[C:7]([C:10]2[N:14]([CH2:24][O:23][CH2:22][CH2:21][Si:18]([CH3:20])([CH3:19])[CH3:17])[CH:13]=[CH:12][N:11]=2)[N:8]([CH2:24][O:23][CH2:22][CH2:21][Si:18]([CH3:20])([CH3:19])[CH3:17])[CH:9]=1 |f:0.1|. Procedure details: To 14.4 g (0.3 mol) 50% NaH (washed 3 times with hexane to remove the mineral oil) and 300 ml DMF, was slowly added 26.3 g (0.13 mol) 4-(trifluoromethyl)-2,2'-bi-1H-imidazole as a solid. The reaction was stirred for 2 hours at room temperature and then heated at 40° C. for 2 hours. Next, 50 g (0.3 mol) SEM-Cl was added dropwise. After 1 hour, the reaction was quenched with water (1 liter) and the product extracted into EtOAc (3×150 ml). After drying (NaSO4) and concentration, 51.2 g crude produc... Reactants: BrC1=CC=C(C=C1)O (4-bromophenol), ClCC1CC1 ((chloromethyl)cyclopropane), C(=O)([O-])[O-].[K+].[K+] (K2CO3), CN(C)C=O (DMF). Run in O (water). Reaction conditions: temperature 80 celsius. Product: BrC1=CC=C(C=C1)OCC1CC1 (1-Bromo-4-cyclopropylmethoxybenzene). Reaction SMILES: [Br:1][C:2]1[CH:7]=[CH:6][C:5]([OH:8])=[CH:4][CH:3]=1.Cl[CH2:10][CH:11]1[CH2:13][CH2:12]1.C([O-])([O-])=O.[K+].[K+].CN(C=O)C>O>[Br:1][C:2]1[CH:7]=[CH:6][C:5]([O:8][CH2:10][CH:11]2[CH2:13][CH2:12]2)=[CH:4][CH:3]=1 |f:2.3.4|. Procedure: 5.0 g (28.9 mmol) 4-bromophenol, 3.93 g (43.4 mmol) (chloromethyl)cyclopropane and 7.99 g (57.8 mmol) K2CO3 are added to 10 mL DMF and stirred at 80° C. over night. Afterwards the reaction mixture is diluted with water and extracted with DCM. The organic layer is dried with MgSO4 and the solvent is removed in vacuo. Starting materials: P(=O)(Cl)(Cl)Cl (phosphorus oxychloride), C=1C=CC2=C(C1)C(=O)NC=N2 (Quinazolinone), C([O-])(O)=O.[Na+] (sodium bicarbonate). Run in C1=CC=CC=C1 (benzene). Product: ClC1=NC=NC2=CC=CC=C12 (4-chloroquinazoline). Isolated yield 153.2%. RXN SMILES: [CH:1]1[CH:2]=[CH:3][C:4]2[N:11]=[CH:10][NH:9][C:7](=O)[C:5]=2[CH:6]=1.P(Cl)(Cl)([Cl:14])=O.C(=O)(O)[O-].[Na+]>C1C=CC=CC=1>[Cl:14][C:7]1[C:5]2[C:4](=[CH:3][CH:2]=[CH:1][CH:6]=2)[N:11]=[CH:10][N:9]=1 |f:2.3|. Procedure: Quinazolinone 2 (20.0 g, 79.3 mmol) was suspended in 500 mL dry benzene in a 1 L round-bottomed flask equipped with a reflux condenser. N,N-Dimethylanaline (14.4 g, 119 mmol) was added and the reaction was refluxed for 30 minutes under nitrogen. Upon cooling to room temperature, phosphorus oxychloride (12.2 g, 79.3 mmol) was added and the reaction mixture was then refluxed for an additional 3 hours under nitrogen. The mixture was cooled to room temperature, poured over ice, and neutralized with ... The reactants are ClC=1N=C(C2=C(N1)C(=CS2)C)NN2CCCCC2 (2-chloro-7-methyl-4-piperidinoaminothieno[3,2-d]pyrimidine), C(C=C)N (allylamine), C(O)([O-])=O.[Na+] (sodium hydrogen carbonate). The product is C(C=C)NC=1N=C(C2=C(N1)C(=CS2)C)NN2CCCCC2 (2-Allylamino-7-methyl-4-piperidinoaminothieno[3,2-d]pyrimidine). Yield: 64.0%. As a reaction SMILES: Cl[C:2]1[N:3]=[C:4]([NH:12][N:13]2[CH2:18][CH2:17][CH2:16][CH2:15][CH2:14]2)[C:5]2[S:10][CH:9]=[C:8]([CH3:11])[C:6]=2[N:7]=1.[CH2:19]([NH2:22])[CH:20]=[CH2:21].C(=O)([O-])O.[Na+]>>[CH2:19]([NH:22][C:2]1[N:3]=[C:4]([NH:12][N:13]2[CH2:18][CH2:17][CH2:16][CH2:15][CH2:14]2)[C:5]2[S:10][CH:9]=[C:8]([CH3:11])[C:6]=2[N:7]=1)[CH:20]=[CH2:21] |f:2.3|. Reported procedure: 339 mg (1.2 mmol) of 2-chloro-7-methyl-4-piperidinoaminothieno[3,2-d]pyrimidine and 1.10 g (19.2 mmol) of allylamine were heated in a sealed tube at 160° C. for 16 hours. After completion of the reaction, the reaction mixture was allowed to resume room temperature, followed by adding a saturated aqueous sodium hydrogen carbonate solution thereto and extraction with ethyl acetate (50 ml×2). After the organic layer was washed with brine and dried over anhydrous sodium sulfate, the solvent was dist... Reactants: [Na+], [Na+], O=C1CCC(=O)N1Br, CN(C)C=O, O, CC(C)(C)OC(=O)N1CCCC(O)(c2nccs2)CC1, O=S([O-])[O-]. Yields the product CC(C)(C)OC(=O)N1CCCC(O)(c2ncc(Br)s2)CC1. RXN SMILES: [Na+:33].[Na+:34].[O:21]=[C:22]1[N:23]([Br:28])[C:24](=[O:25])[CH2:26][CH2:27]1.[O:35]=[CH:36][N:37]([CH3:38])[CH3:39].[OH2:40].[OH:1][C:2]1([c:16]2[s:17][cH:18][cH:19][n:20]2)[CH2:3][CH2:4][N:5]([C:9](=[O:10])[O:11][C:12]([CH3:13])([CH3:14])[CH3:15])[CH2:6][CH2:7][CH2:8]1.[S:29]([O-:30])([O-:31])=[O:32]>>[OH:1][C:2]1([c:16]2[s:17][c:18]([Br:28])[cH:19][n:20]2)[CH2:3][CH2:4][N:5]([C:9](=[O:10])[O:11][C:12]([CH3:13])([CH3:14])[CH3:15])[CH2:6][CH2:7][CH2:8]1. Starting materials: [BH4-].[Na+] (sodium borohydride), methyl ester, C(#N)C(C(=O)O)=C1CC[C@H]2[C@@H]3CCC4=CC(C=C[C@]4(C)[C@H]3CC[C@]12C)=O (20-cyano-3-oxo-1,4,17(20)-pregnatriene-21-oic acid). The solvent is CO (methanol). The product is methyl ester, C(#N)C(C(=O)O)[C@H]1CC[C@H]2[C@@H]3CCC4=CC(C=C[C@]4(C)[C@H]3CC[C@]12C)=O (20-cyano-3-oxo-1,4-pregnadiene-21-oic acid). Reaction SMILES: [C:1]([C:3](=[C:7]1[C@:24]2([CH3:25])[C@H:10]([C@H:11]3[C@H:21]([CH2:22][CH2:23]2)[C@:19]2([CH3:20])[C:14](=[CH:15][C:16](=[O:26])[CH:17]=[CH:18]2)[CH2:13][CH2:12]3)[CH2:9][CH2:8]1)[C:4]([OH:6])=[O:5])#[N:2].[BH4-].[Na+]>CO>[C:1]([CH:3]([C@@H:7]1[C@:24]2([CH3:25])[C@H:10]([C@H:11]3[C@H:21]([CH2:22][CH2:23]2)[C@:19]2([CH3:20])[C:14](=[CH:15][C:16](=[O:26])[CH:17]=[CH:18]2)[CH2:13][CH2:12]3)[CH2:9][CH2:8]1)[C:4]([OH:6])=[O:5])#[N:2] |f:1.2|. Reported procedure: 5.2 g. of the methyl ester of 20-cyano-3-oxo-1,4,17(20)-pregnatriene-21-oic acid is reacted, under the conditions indicated in Example 9(b), in 150 ml. of methanol at 0° C. with 200 mg. of sodium borohydride. After a reaction time of 7 hours, the reaction mixture is worked up as described in Example 9(b), and after recrystallization from methanol, 4.92 g. of the methyl ester of 20-cyano-3-oxo-1,4-pregnadiene-21-oic acid is produced, m.p. 208°-210° C. Reactants: F[C@H]1C([C@]2(C)[C@@H](C1)[C@@H]1C(CC3=CC(C[C@H]([C@]3(C)[C@H]1CC2)C)=O)=C)=O (16α-fluoro-1β-methyl-7-methylenandrost-4-ene-3,17-dione), ClC1=C(C(C(=C(C1=O)C#N)C#N)=O)Cl (dichlorodicyanobenzoquinone). The solvent is O1CCOCC1 (dioxane). Yields the product F[C@H]1C([C@]2(C)[C@@H](C1)[C@@H]1C(CC3=CC(C=C([C@]3(C)[C@H]1CC2)C)=O)=C)=O (16α-fluoro-1-methyl-7-methylenandrosta-1,4-diene-3,17-dione). The yield is 69.9%. Reaction SMILES: [F:1][C@@H:2]1[CH2:7][C@H:6]2[C@H:8]3[C@H:18]([CH2:19][CH2:20][C@:4]2([CH3:5])[C:3]1=[O:24])[C@:16]1([CH3:17])[C:11](=[CH:12][C:13](=[O:22])[CH2:14][C@H:15]1[CH3:21])[CH2:10][C:9]3=[CH2:23].ClC1C(=O)C(C#N)=C(C#N)C(=O)C=1Cl>O1CCOCC1>[F:1][C@@H:2]1[CH2:7][C@H:6]2[C@H:8]3[C@H:18]([CH2:19][CH2:20][C@:4]2([CH3:5])[C:3]1=[O:24])[C@:16]1([CH3:17])[C:11](=[CH:12][C:13](=[O:22])[CH:14]=[C:15]1[CH3:21])[CH2:10][C:9]3=[CH2:23]. Procedure: The organic layer is washed with sodium bicarbonate solution, dried and evaporated in vacuo. The residue is purified by column chromatography on silica gel thus giving pure 16α-fluoro-1β-methyl-7-methylenandrost-4-ene-3,17-dione (198 mg). 16α-fluoro-1β-methyl-7-methylenandrost-4-ene-3,17-dione (331 mg) and dichlorodicyanobenzoquinone (363 mg) are refluxed in dioxane solution (20 ml) for about 15 hrs. Then the precipitate is filtered off and the filtrate evaporated in vacuo. The residue is taken ...